From a dataset of the Open Reaction Database (ORD), a public repository of structured organic reaction records. describe an organic reaction: reactants, conditions, products, and yield Reaction SMILES: [Br:1][C:2]1[C:3]([OH:15])=[C:4](/[CH:9]=[CH:10]/[C:11]([O:13]C)=O)[CH:5]=[C:6]([Cl:8])[CH:7]=1>C1C2C(CCCC2)CCC1>[Br:1][C:2]1[CH:7]=[C:6]([Cl:8])[CH:5]=[C:4]2[C:3]=1[O:15][C:11](=[O:13])[CH:10]=[CH:9]2. Yields the product BrC=1C=C(C=C2C=CC(OC12)=O)Cl (8-Bromo-6-chloro-2H-chromen-2-one). Reactants: BrC=1C(=C(C=C(C1)Cl)/C=C/C(=O)OC)O (methyl (2E)-3-(3-bromo-5-chloro-2-hydroxyphenyl)-2-propenoate). The solvent is C1CCCC2CCCCC12 (decalin), hexanes. The yield is 92.5%. Procedure: A solution of methyl (2E)-3-(3-bromo-5-chloro-2-hydroxyphenyl)-2-propenoate (1.45 g; 5.0 mmol) in decalin (5 mL) was heated in a sand bath at 200° C. for 48 h. The reaction was then cooled to RT and hexanes (10 mL) was added. The solid was collected by suction filtration and washed with hexanes. Drying under high vacuum gave the title compound (1.2 g, 95%) as a tan solid: 1H NMR (400 MHz, DMSO-d6) δ 7.78 (s, 1H), 7.63 (d, J=9.6 Hz, 1H)), 7.46 (s, 1H), 6.52 (d, J=9.6 Hz, 1H); MS (ES) m/e 259, 261...